The task is: describe an organic reaction: reactants, conditions, products, and yield. This data is from the Open Reaction Database (ORD), a public repository of structured organic reaction records. Reactants: COC(=O)C1CCCC=2C=CC=NC12 (Methyl-5,6,7,8-tetrahydroquinoline-8-carboxylate), N (ammonia). The solvent is CO (methanol). Reaction conditions: temperature 100 celsius. The product is N1=CC=CC=2CCCC(C12)C(=O)N (5,6,7,8-Tetrahydroquinoline-8-carboxamide). Reaction SMILES: C[O:2][C:3]([CH:5]1[C:14]2[N:13]=[CH:12][CH:11]=[CH:10][C:9]=2[CH2:8][CH2:7][CH2:6]1)=O.[NH3:15]>CO>[N:13]1[C:14]2[CH:5]([C:3]([NH2:15])=[O:2])[CH2:6][CH2:7][CH2:8][C:9]=2[CH:10]=[CH:11][CH:12]=1. Procedure details: Methyl-5,6,7,8-tetrahydroquinoline-8-carboxylate (9 g.) was dissolved in methanol previously saturated with ammonia (270 ml.) and heated in a bomb at 100° C for 5 days. The solvent was removed and the residual oil triturated with hot petroleum ether (40°-60°). The resultant solid was filtered and then recrystallised from ethylacetate giving the title compound as colourless needles mpt. 132° C (5 g.). Found: C, 67.7; H, 7.1; N, 16.0% C10H12N2O requires: C, 68.1; H, 6.9; N, 15.9%.